Dataset: the Open Reaction Database (ORD), a public repository of structured organic reaction records. Task: describe an organic reaction: reactants, conditions, products, and yield Reactants: FC1=C2C(=C3CCC(OC3=C1F)CCCCC)C=C(O2)C (4,5-difluoro-2-methyl-7-pentyl-8,9-dihydro-7H-furo-[3,2-f]chromene). Reagents/catalysts: [Pd] (Pd/C). The solvent is C1CCOC1 (THF). Yields the product FC1=C2C(=C3CCC(OC3=C1F)CCCCC)CC(O2)C (4,5-difluoro-2-methyl-7-pentyl-1,7,8,9-tetrahydro-2H-furo[3,2-f]chromene). As a reaction SMILES: [F:1][C:2]1[C:11]([F:12])=[C:10]2[C:5]([CH2:6][CH2:7][CH:8]([CH2:13][CH2:14][CH2:15][CH2:16][CH3:17])[O:9]2)=[C:4]2[CH:18]=[C:19]([CH3:21])[O:20][C:3]=12>C1COCC1.[Pd]>[F:1][C:2]1[C:11]([F:12])=[C:10]2[C:5]([CH2:6][CH2:7][CH:8]([CH2:13][CH2:14][CH2:15][CH2:16][CH3:17])[O:9]2)=[C:4]2[CH2:18][CH:19]([CH3:21])[O:20][C:3]=12. Procedure: 2.0 g (7.51 mmol) of 4,5-difluoro-2-methyl-7-pentyl-8,9-dihydro-7H-furo-[3,2-f]chromene are hydrogenated for 18 h at elevated temperature in THF using elemental hydrogen in the presence of Pd/C (5% Pd). The reaction soln. is concentrated to dryness, and the residue is purified by column chromatography (SiO2, n-heptane:MTBE=4:1). Further purification is carried out by recrystallisation from ethanol at 5° C., giving 4,5-difluoro-2-methyl-7-pentyl-1,7,8,9-tetrahydro-2H-furo[3,2-f]chromene as a colo... Reactants: NC[C@@H]1CN(CC1)C(=O)OC(C)(C)C ((R)-3-aminomethyl-1-N-tert-butoxycarbonyl-pyrrolidine), BrC1=CC=C(O1)C(=O)O (5-bromo-furan-2-carboxylic acid). Product: C(C)(C)(C)OC(=O)N1C[C@H](CC1)CNC(=O)C=1OC(=CC1)Br ((R)-3-{[(5-bromo-furan-2-carbonyl)-amino]-methyl}-pyrrolidine-1-carboxylic acid tert-butyl ester). Reaction SMILES: [NH2:1][CH2:2][C@H:3]1[CH2:7][CH2:6][N:5]([C:8]([O:10][C:11]([CH3:14])([CH3:13])[CH3:12])=[O:9])[CH2:4]1.[Br:15][C:16]1[O:20][C:19]([C:21](O)=[O:22])=[CH:18][CH:17]=1>>[C:11]([O:10][C:8]([N:5]1[CH2:6][CH2:7][C@H:3]([CH2:2][NH:1][C:21]([C:19]2[O:20][C:16]([Br:15])=[CH:17][CH:18]=2)=[O:22])[CH2:4]1)=[O:9])([CH3:14])([CH3:13])[CH3:12]. Procedure: 59.1 Using general procedure E, (R)-3-aminomethyl-1-N-tert-butoxycarbonyl-pyrrolidine was coupled with 5-bromo-furan-2-carboxylic acid to give (R)-3-{[(5-bromo-furan-2-carbonyl)-amino]-methyl}-pyrrolidine-1-carboxylic acid tert-butyl ester. Pale yellow solid. MS373.1 ([M−H]−) Reactants: FC1=CC=C(N)C=C1 (p-fluoroaniline), C=CC1=CC=CC=C1 (styrene). Solvent: C(C)(=O)OCC.CCCCCC (ethyl acetate n-hexane). Yields the product C1(=CC=CC=C1)CCNC1=CC=C(C=C1)F (N-(2-phenylethyl)-(p-fluoro)aniline). The yield is 84.0%. As a reaction SMILES: [F:1][C:2]1[CH:8]=[CH:7][C:5]([NH2:6])=[CH:4][CH:3]=1.[CH2:9]=[CH:10][C:11]1[CH:16]=[CH:15][CH:14]=[CH:13][CH:12]=1>C(OCC)(=O)C.CCCCCC>[C:11]1([CH2:10][CH2:9][NH:6][C:5]2[CH:7]=[CH:8][C:2]([F:1])=[CH:3][CH:4]=2)[CH:16]=[CH:15][CH:14]=[CH:13][CH:12]=1 |f:2.3|. Procedure: According to GWM, 0.011 mol (=1.10 ml) of p-fluoroaniline and 0.011 mol (=1.25 ml) of styrene are reacted with one another. The product is isolated by column chromatography using ethyl acetate/n-hexane (1:1) as eluent, the product N-(2-phenylethyl)-(p-fluoro)aniline being obtained as brown liquid.